From a dataset of the Open Reaction Database (ORD), a public repository of structured organic reaction records. describe an organic reaction: reactants, conditions, products, and yield Reactants: [Sn](Cl)Cl (Tin (II) chloride), N(=[N+]=[N-])C=1C(=C(C=NC1)Cl)C#N (5-azido-3-chloro-4-cyanopyridine). Solvent: C(C)O (ethanol), O (water). Run at time 1 hour. Product: NC=1C(=C(C=NC1)Cl)C#N (5-Amino3-chloro-4-cyanopyridine). RXN SMILES: [Sn](Cl)Cl.[N:4]([C:7]1[C:8]([C:14]#[N:15])=[C:9]([Cl:13])[CH:10]=[N:11][CH:12]=1)=[N+]=[N-]>C(O)C.O>[NH2:4][C:7]1[C:8]([C:14]#[N:15])=[C:9]([Cl:13])[CH:10]=[N:11][CH:12]=1. Procedure: Tin (II) chloride (1.42 g, 7.5 mmol) was added to a solution of 5-azido-3-chloro-4-cyanopyridine (0.9 g, 5 mmol) in ethanol (20 ml) and water (0.3 ml). Bubbling ensued. The mixture was stirred for 1 h. and then extracted twice with ethyl acetate. The extracts were washed twice with saturated aqueous sodium bicarbonate and dried over sodium sulphate. Evaporation of the solvent gave the product as an oil, which was purified by flash column chromatography on silica gel, eluting with dichloromethane... The product is C(C1=CC=CC=C1)(=O)CC(C1=CC=CC=C1)=O (Dibenzoylmethane). As a reaction SMILES: [OH2:1].[C:2]1([CH:8]([CH3:10])C)[CH:7]=[CH:6][CH:5]=[CH:4][CH:3]=1.CSC.[Na].[C:15]([OH:18])(=O)[CH3:16]>>[C:15]([CH2:10][C:8](=[O:1])[C:2]1[CH:3]=[CH:4][CH:5]=[CH:6][CH:7]=1)(=[O:18])[C:16]1[CH:6]=[CH:7][CH:2]=[CH:3][CH:4]=1 |^1:13|. Reactants: [Na] (sodium), O (water), C1(=CC=CC=C1)C(C)C (cumene), C(C)(=O)O (acetic acid), CSC (DMS), C(C)(=O)O (acetic acid). Reported procedure: Into a two liter beaker equipped with a mechanical stirrer, 500 mL of water and 250 mL of cumene were added. A ph-stat (Metrohm titrator, model 716 DMS, Brinkmann Instruments) was set up to add acetic acid to pH 7. The sodium salt of DBM was added slowly to the beaker. The pH varied between 5 and 7.5; 14.7 mL of acetic acid was added. The two layers were transferred to a separation funnel, the aqueous layer was removed, and the organic layer was washed with aqueous sodium bicarbonate and then wi... The reactants are FC(COS(=O)(=O)C1=CC=CC=C1)(F)F (2,2,2-trifluoroethyl-benzenesulfonate), Cl (hydrochloric acid), C([O-])([O-])=O.[K+].[K+] (potassium carbonate), ClC=1C=C(C=C(C1O)Cl)S (3,5-dichloro-4-hydroxy-benzenethiol). Solvent: CN(C=O)C (N,N-dimethylformamide), O (water). Reaction conditions: time 6 hour. Yields the product ClC1=C(C(=CC(=C1)SCC(F)(F)F)Cl)O (2,6 -dichloro-4-(2,2,2-trifluoroethylthio)-phenol). The yield is 71.1%. As a reaction SMILES: C(=O)([O-])[O-].[K+].[K+].[Cl:7][C:8]1[CH:9]=[C:10]([SH:16])[CH:11]=[C:12]([Cl:15])[C:13]=1[OH:14].[F:17][C:18]([F:31])([F:30])[CH2:19]OS(C1C=CC=CC=1)(=O)=O.Cl>CN(C)C=O.O>[Cl:7][C:8]1[CH:9]=[C:10]([S:16][CH2:19][C:18]([F:31])([F:30])[F:17])[CH:11]=[C:12]([Cl:15])[C:13]=1[OH:14] |f:0.1.2|. Procedure details: 64 g of potassium carbonate were added to a solution of 41.9 g of 3,5-dichloro-4-hydroxy-benzenethiol in 200 ml of N,N-dimethylformamide under nitrogen atmosphere. To the stirred mixture were dropped at 30° to 40° C. 55 g of 2,2,2-trifluoroethyl-benzenesulfonate. The whole was stirred at 60° to 70° C. for 6 hours, cooled, mixed with 1.5 l of water, and acidified to pH 2 by dropwise addition of hydrochloric acid. A resulted oil was extracted with toluene and the toluene extract was washed with wa... Starting materials: C(C)(C)(C)OC(=O)C1N(CCC1)C(C(CSC(C)=O)C)=O (1-(3-acetylsulfanyl-2-methyl-propionyl)-pyrrolidine-2-carboxylic acid tert-butyl ester), C1(=CC=CC=C1)OC (anisole). Solvent: trifluoric acid. Product: C(C)(=O)SC[C@@H](C(=O)N1[C@H](CCC1)C(=O)O)C (1-[(R)3-Acetylsulfanyl-2-methyl-propionyl]-(R)-pyrrolidine-2-carboxylic acid). Reaction SMILES: C([O:5][C:6]([CH:8]1[CH2:12][CH2:11][CH2:10][N:9]1[C:13](=[O:21])[CH:14]([CH3:20])[CH2:15][S:16][C:17](=[O:19])[CH3:18])=[O:7])(C)(C)C.C1(OC)C=CC=CC=1>>[C:17]([S:16][CH2:15][C@H:14]([CH3:20])[C:13]([N:9]1[CH2:10][CH2:11][CH2:12][C@@H:8]1[C:6]([OH:7])=[O:5])=[O:21])(=[O:19])[CH3:18]. Procedure: 18.9 g (60.0 mmol) 1-(3-acetylsulfanyl-2-methyl-propionyl)-pyrrolidine-2-carboxylic acid tert-butyl ester were stirred with 120 ml trifluoric acid and 75 ml anisole under argon for three hours. The mixture was evaporated under vacuum. The residue was dissolved in icecold ethylacetate and washed with an icecold aqueous solution of sodiumbicarbonate. Concentrated hydrochloric acid was added unter icecooling until ph 2-3. The aqueous phase was extracted three times with icecold ethylacetate, dried ... Starting materials: ClC1=CC(=C(C=C1O)N1C(NC(=CC1=O)C(F)(F)F)=O)F (3-[4-chloro-2-fluoro-5-(hydroxy)phenyl]-6-trifluoromethyl-2,4(1H,3H)-pyrimidinedione), C([O-])([O-])=O.[K+].[K+] (potassium carbonate), solution, C(C#C)Br (propargyl bromide), C(C)#N (acetonitrile). Solvent: C1(=CC=CC=C1)C (toluene). Product: ClC1=CC(=C(C=C1OCC#C)N1C(N(C(=CC1=O)C(F)(F)F)CC#C)=O)F (3-[4-chloro-2-fluoro-5-[(2-propynyl)-oxy]phenyl]-1-(2-propynyl)-6-(trifluoromethyl)-2,4(1H,3H)-pyrimidinedione). Reaction SMILES: [Cl:1][C:2]1[C:7]([OH:8])=[CH:6][C:5]([N:9]2[C:14](=[O:15])[CH:13]=[C:12]([C:16]([F:19])([F:18])[F:17])[NH:11][C:10]2=[O:20])=[C:4]([F:21])[CH:3]=1.[C:22](=O)([O-])[O-].[K+].[K+].[CH2:28](Br)[C:29]#[CH:30].[C:32](#N)[CH3:33]>C1(C)C=CC=CC=1>[Cl:1][C:2]1[C:7]([O:8][CH2:28][C:29]#[CH:30])=[CH:6][C:5]([N:9]2[C:14](=[O:15])[CH:13]=[C:12]([C:16]([F:18])([F:17])[F:19])[N:11]([CH2:22][C:32]#[CH:33])[C:10]2=[O:20])=[C:4]([F:21])[CH:3]=1 |f:1.2.3|. Procedure: To a stirred solution of 500 mg (1.50 mmol) of 3-[4-chloro-2-fluoro-5-(hydroxy)phenyl]-6-trifluoromethyl-2,4(1H,3H)-pyrimidinedione in 20 mL of acetonitrile was added 425 mg (3.1 mmol) of potassium carbonate and 0.34 mL (3.10 mmol) of 80% solution of propargyl bromide in toluene. The stirred mixture was then refluxed gently under nitrogen for 2 h. The solution was filtered, washed with ethyl acetate, and concentrated in vacuo. The resulting yellow oil was flash chromatographed over silica gel, e... The reactants are C(C)(CC)NC=1SC2=NC(=CC=C2N1)C=O (2-(sec-butylamino)thiazolo[5,4-b]pyridine-5-carbaldehyde), FC1=C(C=CC=C1)C(S(=O)(=O)C1=CC=C(C)C=C1)[N+]#[C-] (1-fluoro-2-(isocyano(tosyl)methyl)benzene), C(=O)([O-])[O-].[K+].[K+] (K2CO3). The solvent is CCO (EtOH). The product is C(C)(CC)NC=1SC2=NC(=CC=C2N1)C1=C(N=CO1)C1=C(C=CC=C1)F (N-sec-butyl-5-(4-(2-fluorophenyl)oxazol-5-yl)thiazolo[5,4-b]pyridin-2-amine). Isolated yield 29.9%. As a reaction SMILES: [CH:1]([NH:5][C:6]1[S:7][C:8]2[C:13]([N:14]=1)=[CH:12][CH:11]=[C:10]([CH:15]=[O:16])[N:9]=2)([CH2:3][CH3:4])[CH3:2].[F:17][C:18]1[CH:23]=[CH:22][CH:21]=[CH:20][C:19]=1[CH:24]([N+:35]#[C-:36])S(C1C=CC(C)=CC=1)(=O)=O.C([O-])([O-])=O.[K+].[K+]>CCO>[CH:1]([NH:5][C:6]1[S:7][C:8]2[C:13]([N:14]=1)=[CH:12][CH:11]=[C:10]([C:15]1[O:16][CH:36]=[N:35][C:24]=1[C:19]1[CH:20]=[CH:21][CH:22]=[CH:23][C:18]=1[F:17])[N:9]=2)([CH2:3][CH3:4])[CH3:2] |f:2.3.4|. Procedure: A solution of 2-(sec-butylamino)thiazolo[5,4-b]pyridine-5-carbaldehyde (presumed 0.24 mmol, 1.0 eq.), 1-fluoro-2-(isocyano(tosyl)methyl)benzene (0.0874 g, 0.302 mmol, 1.3 eq.), and K2CO3 (0.0654 g, 0.473 mmol, 2.0 eq.) in EtOH (2.4 mL) was refluxed overnight. After cooling to room temperature, the reaction mixture was concentrated in vacuo, and the residue was taken up in EtOAc and water. After separation of the layers, the organic layer was washed with saturated aqueous NaHCO3 and brine, dried ...